Dataset: the Open Reaction Database (ORD), a public repository of structured organic reaction records. Task: describe an organic reaction: reactants, conditions, products, and yield Starting materials: [N+](=O)([O-])C=1C=C2C(N(C(C2=CC1)=O)CC=1C=NC=CC1)=O (5-nitro-2-(3-pyridylmethyl)-1H-isoindole-1,3 (2H)-dione), [H-].[Na+] (sodium hydride), ClC1=CC=C(C=C1)S (4-chlorothiophenol), resultant mixture, O (water). The solvent is C(C)(=O)OCC (ethyl acetate), CN(C=O)C (dimethylformamide). Run at temperature 120 celsius. Yields the product ClC1=CC=C(C=C1)SC=1C=C2C(N(C(C2=CC1)=O)CC=1C=NC=CC1)=O (5-(4-chlorophenylthio)-2-(3-pyridylmethyl)-1H-isoindole-1,3 (2H)-dione). Isolated yield 50.9%. Reaction SMILES: [H-].[Na+].[Cl:3][C:4]1[CH:9]=[CH:8][C:7]([SH:10])=[CH:6][CH:5]=1.[N+]([C:14]1[CH:15]=[C:16]2[C:20](=[CH:21][CH:22]=1)[C:19](=[O:23])[N:18]([CH2:24][C:25]1[CH:26]=[N:27][CH:28]=[CH:29][CH:30]=1)[C:17]2=[O:31])([O-])=O.O>CN(C)C=O.C(OCC)(=O)C>[Cl:3][C:4]1[CH:9]=[CH:8][C:7]([S:10][C:22]2[CH:21]=[C:20]3[C:16](=[CH:15][CH:14]=2)[C:17](=[O:31])[N:18]([CH2:24][C:25]2[CH:26]=[N:27][CH:28]=[CH:29][CH:30]=2)[C:19]3=[O:23])=[CH:6][CH:5]=1 |f:0.1|. Reported procedure: To a suspension of 42 mg of sodium hydride (about 60%) in 10 ml of dimethylformamide was added 150 mg of 4-chlorothiophenol, and the resultant mixture was stirred at 60° C. for 30 minutes and mixed with 300 mg of 5-nitro-2-(3-pyridylmethyl)-1H-isoindole-1,3 (2H)-dione. The mixture was heated at 120° C. for 8 hours under stirring, mixed with water and shaken with ethyl acetate. The organic layer was dried over anhydrous sodium sulfate, concentrated in vacuo, and the resultant, residue was chromat...